From a dataset of the Open Reaction Database (ORD), a public repository of structured organic reaction records. describe an organic reaction: reactants, conditions, products, and yield The reactants are CN1CCN(c2cc(-c3ccc4c(c3)CNCC4)nc(N)n2)CC1, O=C(O)CC1CCC1. The product is CN1CCN(c2cc(-c3ccc4c(c3)CN(C(=O)CC3CCC3)CC4)nc(N)n2)CC1. As a reaction SMILES: [CH3:9][N:10]1[CH2:11][CH2:12][N:13]([c:16]2[n:17][c:18]([NH2:32])[n:19][c:20](-[c:22]3[cH:23][cH:24][c:25]4[c:30]([cH:31]3)[CH2:29][NH:28][CH2:27][CH2:26]4)[cH:21]2)[CH2:14][CH2:15]1.[CH:1]1([CH2:5][C:6](=[O:7])[OH:8])[CH2:2][CH2:3][CH2:4]1>>[CH:1]1([CH2:5][C:6](=[O:8])[N:28]2[CH2:27][CH2:26][c:25]3[cH:24][cH:23][c:22](-[c:20]4[n:19][c:18]([NH2:32])[n:17][c:16]([N:13]5[CH2:12][CH2:11][N:10]([CH3:9])[CH2:15][CH2:14]5)[cH:21]4)[cH:31][c:30]3[CH2:29]2)[CH2:2][CH2:3][CH2:4]1. Reactants: ClC=1N=NC(=C(C1C)C)C1=CC=CC=C1 (3-chloro-4,5-dimethyl-6-phenylpyridazine), glass, CNC (dimethylamine). Reagents/catalysts: I (HI). The product is CN(C=1N=NC(=C(C1C)C)C1=CC=CC=C1)C (3-dimethylamino-4,5-dimethyl-6-phenylpyridazine). RXN SMILES: Cl[C:2]1[N:3]=[N:4][C:5]([C:10]2[CH:15]=[CH:14][CH:13]=[CH:12][CH:11]=2)=[C:6]([CH3:9])[C:7]=1[CH3:8].[CH3:16][NH:17][CH3:18]>I>[CH3:16][N:17]([CH3:18])[C:2]1[N:3]=[N:4][C:5]([C:10]2[CH:15]=[CH:14][CH:13]=[CH:12][CH:11]=2)=[C:6]([CH3:9])[C:7]=1[CH3:8]. Reported procedure: A 1.5 g sample of 3-chloro-4,5-dimethyl-6-phenylpyridazine is placed in a 6 oz. glass pressure bottle and covered with 15 mL of condensed dimethylamine. To this mixture is added several drops of HI. The bottle is then closed, fitted with a pressure guage and heated for 50 hours at 90°-100° C. and 85-100 psig pressure. The mixture is cooled, excess dimethylamine is evaporated, and the residue partitioned between CH2Cl2 and water. The organic layer is separated and dried over MgSO4. Removal of the... Reactants: NCc1ccc(Cl)cc1, O=C(O)c1cccnc1Cl. Yields the product O=C(O)c1cccnc1NCc1ccc(Cl)cc1. As a reaction SMILES: [Cl:11][c:12]1[cH:13][cH:14][c:15]([CH2:16][NH2:17])[cH:18][cH:19]1.[Cl:1][c:2]1[c:3]([C:4](=[O:5])[OH:6])[cH:7][cH:8][cH:9][n:10]1>>[c:2]1([NH:17][CH2:16][c:15]2[cH:14][cH:13][c:12]([Cl:11])[cH:19][cH:18]2)[c:3]([C:4](=[O:5])[OH:6])[cH:7][cH:8][cH:9][n:10]1. Reactants: COC(=O)C1CC2=CC=CC=C2C1 (2,3-dihydro-1H-indene-2-carboxylic acid methyl ester), C(C)(C)[N-]C1CCCCC1 (N-isopropylcyclohexylamide), C(C)Br (ethylbromide), COC(=O)C1CC2=CC=CC=C2C1 (2,3-dihydro-1H-indene-2-carboxylic acid methyl ester), C1C(CC2=CC=CC=C12)C(=O)O (2,3-dihydro-1H-indene-2-carboxylic acid), S(O)(O)(=O)=O (sulphuric acid). Procedure: Second synthetic route disclosed in the same patent is following, as starting material was used 2,3-dihydro-1H-indene-2-carboxylic acid methyl ester, which was prepared by methylation of 2,3-dihydro-1H-indene-2-carboxylic acid in the presence of sulphuric acid. The 2,3-dihydro-1H-indene-2-carboxylic acid methyl ester was reacted with N-isopropylcyclohexylamide and ethylbromide yielding 2,3-dihydro-2-ethyl-1H-indene-2-carboxylic acid, then thionyl chloride was added and 2,3-dihydro-2-ethyl-1H-ind... Product: C(C)C1(CC2=CC=CC=C2C1)C(=O)O (2,3-dihydro-2-ethyl-1H-indene-2-carboxylic acid). Reaction SMILES: C[O:2][C:3]([CH:5]1[CH2:13][C:12]2[C:7](=[CH:8][CH:9]=[CH:10][CH:11]=2)[CH2:6]1)=[O:4].[CH2:14]1C2C(=CC=CC=2)C[CH:15]1C(O)=O.S(=O)(=O)(O)O.C([N-]C1CCCCC1)(C)C.C(Br)C>>[CH2:14]([C:5]1([C:3]([OH:2])=[O:4])[CH2:13][C:12]2[C:7](=[CH:8][CH:9]=[CH:10][CH:11]=2)[CH2:6]1)[CH3:15]. The reactants are NC=1SC(=C(N1)C)C(=O)OCC (ethyl 2-amino-4-methylthiazole-5-carboxylate), C(=O)(N1C=NC=C1)N1C=NC=C1 (1,1′-carbonyldiimidazole), N[C@@H](CO)CC1=CC=CC=C1 ((R)-(+)-2-amino-3-phenyl-1-propanol). Run in O1CCCC1 (tetrahydrofuran). Run at time 17 hour. Product: OC[C@@H](CC1=CC=CC=C1)NC(NC=1SC(=C(N1)C)C(=O)OCC)=O ((R)-ethyl 2-(3-(1-hydroxy-3-phenylpropan-2-yl)ureido)-4-methylthiazole-5-carboxylate). Reaction SMILES: [NH2:1][C:2]1[S:3][C:4]([C:8]([O:10][CH2:11][CH3:12])=[O:9])=[C:5]([CH3:7])[N:6]=1.[C:13](N1C=CN=C1)(N1C=CN=C1)=[O:14].[NH2:25][C@H:26]([CH2:29][C:30]1[CH:35]=[CH:34][CH:33]=[CH:32][CH:31]=1)[CH2:27][OH:28]>O1CCCC1>[OH:28][CH2:27][C@H:26]([NH:25][C:13](=[O:14])[NH:1][C:2]1[S:3][C:4]([C:8]([O:10][CH2:11][CH3:12])=[O:9])=[C:5]([CH3:7])[N:6]=1)[CH2:29][C:30]1[CH:35]=[CH:34][CH:33]=[CH:32][CH:31]=1. Reported procedure: To a solution of ethyl 2-amino-4-methylthiazole-5-carboxylate (1.86 g, 10.0 mmol) in tetrahydrofuran (50 mL) was added 1,1′-carbonyldiimidazole (1.95 g, 12.0 mmol) at ambient temperature. The resulting reaction mixture was stirred at ambient temperature for 17 hours, followed by the addition of (R)-(+)-2-amino-3-phenyl-1-propanol (2.00 g, 13.2 mmol). The reaction mixture was kept stirring at ambient temperature for 50 hours. The solvent was removed in vacuo. The residue was dissolved in ethyl ac...